describe an organic reaction: reactants, conditions, products, and yield From a dataset of the Open Reaction Database (ORD), a public repository of structured organic reaction records. Reactants: Cc1c(Br)cccc1NC(=O)c1cc(C#N)ccc1CO, CCCCP(CCCC)CCCC, C1CCOC1, CC(C)(C)OC(=O)N=NC(=O)OC(C)(C)C. The product is Cc1c(Br)cccc1N1Cc2ccc(C#N)cc2C1=O. RXN SMILES: [Br:1][c:2]1[c:3]([CH3:21])[c:4]([NH:8][C:9]([c:10]2[c:11]([CH2:18][OH:19])[cH:12][cH:13][c:14]([C:16]#[N:17])[cH:15]2)=[O:20])[cH:5][cH:6][cH:7]1.[CH2:38]([P:39]([CH2:40][CH2:41][CH2:42][CH3:43])[CH2:44][CH2:45][CH2:46][CH3:47])[CH2:48][CH2:49][CH3:50].[CH2:51]1[O:52][CH2:53][CH2:54][CH2:55]1.[N:22]([C:23]([O:24][C:25]([CH3:26])([CH3:27])[CH3:28])=[O:29])=[N:30][C:31]([O:32][C:33]([CH3:34])([CH3:35])[CH3:36])=[O:37]>>[Br:1][c:2]1[c:3]([CH3:21])[c:4]([N:8]2[C:9](=[O:20])[c:10]3[c:11]([cH:12][cH:13][c:14]([C:16]#[N:17])[cH:15]3)[CH2:18]2)[cH:5][cH:6][cH:7]1.